Task: describe an organic reaction: reactants, conditions, products, and yield. Dataset: the Open Reaction Database (ORD), a public repository of structured organic reaction records Starting materials: NCC(C)O ((RS)-1-amino-2-propanol), O=CCC1C(C2=CC(=CC=C2C1)OC1CCCC1)=O ((RS)-2-(2-oxoethyl)-6-cyclopentoxy-1-indanone), O (water). The reagents and catalysts are C1(=CC=C(C=C1)S(=O)(=O)O)C (p-toluenesulfonic acid). The solvent is C1(=CC=CC=C1)C (toluene), C1(=CC=CC=C1)C (toluene). Reaction conditions: time 45 minute. Yields the product C1(CCCC1)OC1=CC=C2CC3=C(N(C=C3)CC(C)O)C2=C1 ((RS)-1-(7-cyclopentoxy-1,4-dihydro-indeno[1,2-b]pyrrol-1-yl)-propan-2-ol). Isolated yield 48.5%. As a reaction SMILES: O=[CH:2][CH2:3][CH:4]1[CH2:12][C:11]2[C:6](=[CH:7][C:8]([O:13][CH:14]3[CH2:18][CH2:17][CH2:16][CH2:15]3)=[CH:9][CH:10]=2)[C:5]1=O.O.[NH2:21][CH2:22][CH:23]([OH:25])[CH3:24]>C1(C)C=CC=CC=1.C1(C)C=CC(S(O)(=O)=O)=CC=1>[CH:14]1([O:13][C:8]2[CH:7]=[C:6]3[C:11]([CH2:12][C:4]4[CH:3]=[CH:2][N:21]([CH2:22][CH:23]([OH:25])[CH3:24])[C:5]=43)=[CH:10][CH:9]=2)[CH2:18][CH2:17][CH2:16][CH2:15]1. Procedure: A solution of 2.58 g of (RS)-2-(2-oxoethyl)-6-cyclopentoxy-1-indanone and 80 mg of p-toluenesulfonic acid in 70 ml of anhydrous toluene was heated on a water separator. A solution of 3.0 g of (RS)-1-amino-2-propanol in 20 ml of anhydrous toluene was added dropwise to the boiling solution over a period of 5 minutes. Subsequently, the mixture was boiled for an additional 45 minutes, during which the solvent was reduced to a volume of 20 ml. The cooled reaction mixture was purified by column chroma... The reactants are BrC=1C(=C(C=C(C1F)Cl)C(C)NC1=C2N=CN(C2=NC=N1)C1OCCCC1)OC (N-[1-(3-bromo-5-chloro-4-fluoro-2-methoxyphenyl)ethyl]-9-(tetrahydro-2H-pyran-2-yl)-9H-purin-6-amine), CC1(OB(OC1(C)C)C=1CCN(CC1)C(=O)OC(C)(C)C)C (tert-butyl 4-(4,4,5,5-tetramethyl-1,3,2-dioxaborolan-2-yl)-3,6-dihydropyridine-1(2H)-carboxylate), C([O-])([O-])=O.[Na+].[Na+] (sodium carbonate). The reagents and catalysts are C=1C=CC(=CC1)[P](C=2C=CC=CC2)(C=3C=CC=CC3)[Pd]([P](C=4C=CC=CC4)(C=5C=CC=CC5)C=6C=CC=CC6)([P](C=7C=CC=CC7)(C=8C=CC=CC8)C=9C=CC=CC9)[P](C=1C=CC=CC1)(C=1C=CC=CC1)C=1C=CC=CC1 (tetrakis(triphenylphosphine)palladium(0)). The solvent is O1CCOCC1 (1,4-dioxane). Conditions: temperature 90 celsius. The product is ClC=1C(=C(C(=C(C1)C(C)NC1=C2N=CNC2=NC=N1)OC)C=1CCN(CC1)C(=O)OC(C)(C)C)F (tert-butyl 4-{3-chloro-2-fluoro-6-methoxy-5-[1-(9H-purin-6-ylamino)ethyl]phenyl}-3,6-dihydropyridine-1(2H)-carboxylate). Yield: 55.0%. Reaction SMILES: Br[C:2]1[C:3]([O:28][CH3:29])=[C:4]([CH:10]([NH:12][C:13]2[N:21]=[CH:20][N:19]=[C:18]3[C:14]=2[N:15]=[CH:16][N:17]3C2CCCCO2)[CH3:11])[CH:5]=[C:6]([Cl:9])[C:7]=1[F:8].CC1(C)C(C)(C)OB([C:38]2[CH2:39][CH2:40][N:41]([C:44]([O:46][C:47]([CH3:50])([CH3:49])[CH3:48])=[O:45])[CH2:42][CH:43]=2)O1.C(=O)([O-])[O-].[Na+].[Na+]>C1C=CC([P]([Pd]([P](C2C=CC=CC=2)(C2C=CC=CC=2)C2C=CC=CC=2)([P](C2C=CC=CC=2)(C2C=CC=CC=2)C2C=CC=CC=2)[P](C2C=CC=CC=2)(C2C=CC=CC=2)C2C=CC=CC=2)(C2C=CC=CC=2)C2C=CC=CC=2)=CC=1.O1CCOCC1>[Cl:9][C:6]1[C:7]([F:8])=[C:2]([C:38]2[CH2:43][CH2:42][N:41]([C:44]([O:46][C:47]([CH3:50])([CH3:49])[CH3:48])=[O:45])[CH2:40][CH:39]=2)[C:3]([O:28][CH3:29])=[C:4]([CH:10]([NH:12][C:13]2[N:21]=[CH:20][N:19]=[C:18]3[C:14]=2[N:15]=[CH:16][NH:17]3)[CH3:11])[CH:5]=1 |f:2.3.4,^1:61,63,82,101|. Procedure details: Into a microwave vial was added N-[1-(3-bromo-5-chloro-4-fluoro-2-methoxyphenyl)ethyl]-9-(tetrahydro-2H-pyran-2-yl)-9H-purin-6-amine (85 mg, 0.17 mmol), tert-butyl 4-(4,4,5,5-tetramethyl-1,3,2-dioxaborolan-2-yl)-3,6-dihydropyridine-1(2H)-carboxylate (65 mg, 0.21 mmol, Aldrich #706531), sodium carbonate (420 μL, 0.44 mmol), 1,4-dioxane (1 mL) and tetrakis(triphenylphosphine)palladium(0) (12 mg, 0.010 mmol). The mixture was bubbled with nitrogen for 5 min and heated at 90° C. overnight. The mixtur... The reactants are [H-].[Na+] (sodium hydride), CI (methyl iodide), C(C)(C)(C)OC(=O)N1CC(C(C1)O)N(CC1=CC=CC=C1)CC1=CC=CC=C1 (1-t-butoxycarbonyl-3-dibenzylamino-4-hydroxypyrrolidine), O (water). Run in O1CCCC1 (tetrahydrofuran). Conditions: time 5 hour. The product is C(C)(C)(C)OC(=O)N1CC(C(C1)OC)N(CC1=CC=CC=C1)CC1=CC=CC=C1 (1-t-butoxycarbonyl-3-dibenzylamino-4-methoxypyrrolidine). Isolated yield 80.5%. RXN SMILES: [H-].[Na+].[CH3:3]I.[C:5]([O:9][C:10]([N:12]1[CH2:16][CH:15]([OH:17])[CH:14]([N:18]([CH2:26][C:27]2[CH:32]=[CH:31][CH:30]=[CH:29][CH:28]=2)[CH2:19][C:20]2[CH:25]=[CH:24][CH:23]=[CH:22][CH:21]=2)[CH2:13]1)=[O:11])([CH3:8])([CH3:7])[CH3:6].O>O1CCCC1>[C:5]([O:9][C:10]([N:12]1[CH2:16][CH:15]([O:17][CH3:3])[CH:14]([N:18]([CH2:26][C:27]2[CH:32]=[CH:31][CH:30]=[CH:29][CH:28]=2)[CH2:19][C:20]2[CH:21]=[CH:22][CH:23]=[CH:24][CH:25]=2)[CH2:13]1)=[O:11])([CH3:8])([CH3:6])[CH3:7] |f:0.1|. Procedure: 0.19 g (0.0047 mole) of sodium hydride (as a 60% w/w dispersion in mineral oil) and 0.89 g (0.0063 mole) of methyl iodide were added, in that order, to a solution of 1.2 g (0.0031 mole) of 1-t-butoxycarbonyl-3-dibenzylamino-4-hydroxypyrrolidine [prepared as described in Step (1) above] dissolved in 10 ml of tetrahydrofuran. The mixture was then stirred at room temperature for 5 hours. At the end of this time, water was added to the reaction mixture, which was then extracted with ethyl acetate. T... Run in C1(=CC=CC=C1)C (toluene), CCCCCC (hexane). RXN SMILES: [CH:1]1([C:4]2[CH:17]=[CH:16][C:7]([CH2:8][C:9]3[CH:14]=[CH:13][CH:12]=[CH:11][C:10]=3[OH:15])=[CH:6][CH:5]=2)[CH2:3][CH2:2]1.C(P(CCCC)CCCC)CCC.[CH2:31]([O:38][C@H:39]1[C@H:44]([O:45][CH2:46][C:47]2[CH:52]=[CH:51][CH:50]=[CH:49][CH:48]=2)[C@@H:43]([O:53][CH2:54][C:55]2[CH:60]=[CH:59][CH:58]=[CH:57][CH:56]=2)[C@@H:42](O)[CH:41]=[C:40]1[CH2:62][O:63][CH2:64][C:65]1[CH:70]=[CH:69][CH:68]=[CH:67][CH:66]=1)[C:32]1[CH:37]=[CH:36][CH:35]=[CH:34][CH:33]=1.CN(C(/N=N/C(N(C)C)=O)=O)C>C1(C)C=CC=CC=1.CCCCCC>[CH:1]1([C:4]2[CH:17]=[CH:16][C:7]([CH2:8][C:9]3[CH:14]=[CH:13][CH:12]=[CH:11][C:10]=3[O:15][C@H:42]3[C@H:43]([O:53][CH2:54][C:55]4[CH:56]=[CH:57][CH:58]=[CH:59][CH:60]=4)[C@@H:44]([O:45][CH2:46][C:47]4[CH:52]=[CH:51][CH:50]=[CH:49][CH:48]=4)[C@H:39]([O:38][CH2:31][C:32]4[CH:33]=[CH:34][CH:35]=[CH:36][CH:37]=4)[C:40]([CH2:62][O:63][CH2:64][C:65]4[CH:66]=[CH:67][CH:68]=[CH:69][CH:70]=4)=[CH:41]3)=[CH:6][CH:5]=2)[CH2:2][CH2:3]1. The yield is 62.0%. Product: C1(CC1)C1=CC=C(C=C1)CC1=C(C=CC=C1)O[C@@H]1C=C([C@H]([C@@H]([C@H]1OCC1=CC=CC=C1)OCC1=CC=CC=C1)OCC1=CC=CC=C1)COCC1=CC=CC=C1 (1-(4-Cyclopropylphenyl)methyl-2-[(1R,4R,5S,6S)-4,5,6-trisbenzyloxy-3-(benzyloxymethyl)-cyclohex-2-enyloxy]benzene). Run at time 20 hour. Procedure details: In a nitrogen stream, 2-(4-cyclopropylbenzyl)phenol and tributylphosphine (70 μL, 0.28 mmol) were added to a solution of (1S,4R,5S,6S)-4,5,6-tris(benzyloxy)-3-(benzyloxymethyl)cyclohex-2-enol (51 mg, 0.095 mmol) as described in a document [J. Org. Chem., 63, 5668-5671 (1998)] in toluene (300 μL) under cooling with ice, and then tetramethylazodicarboxamide (48 mg, 0.28 mmol) was added thereto at the same temperature. The reaction mixture was stirred at the same temperature for 20 hours and then h... The reactants are C1(CC1)C1=CC=C(CC2=C(C=CC=C2)O)C=C1 (2-(4-cyclopropylbenzyl)phenol), C(CCC)P(CCCC)CCCC (tributylphosphine), C(C1=CC=CC=C1)O[C@@H]1C(=C[C@@H]([C@@H]([C@H]1OCC1=CC=CC=C1)OCC1=CC=CC=C1)O)COCC1=CC=CC=C1 ((1S,4R,5S,6S)-4,5,6-tris(benzyloxy)-3-(benzyloxymethyl)cyclohex-2-enol), CN(C)C(=O)/N=N/C(=O)N(C)C (tetramethylazodicarboxamide). Reactants: COCc1cc(OC)c(-c2csc3c(C(=O)O)c(Br)nn23)c(OC)c1, C1COCCO1, Cl. The product is COCc1cc(OC)c(-c2csc3cc(Br)nn23)c(OC)c1. RXN SMILES: [Br:1][c:2]1[n:3][n:4]2[c:5]([s:6][cH:7][c:8]2-[c:9]2[c:10]([O:20][CH3:21])[cH:11][c:12]([CH2:17][O:18][CH3:19])[cH:13][c:14]2[O:15][CH3:16])[c:22]1[C:23]([OH:24])=[O:25].[CH2:27]1[O:28][CH2:29][CH2:30][O:31][CH2:32]1.[ClH:26]>>[Br:1][c:2]1[n:3][n:4]2[c:5]([s:6][cH:7][c:8]2-[c:9]2[c:10]([O:20][CH3:21])[cH:11][c:12]([CH2:17][O:18][CH3:19])[cH:13][c:14]2[O:15][CH3:16])[cH:22]1. The reactants are COC([C@@H](NC([C@H](N(C)C(C1=CC(=CC(=C1)C)C)=O)CC1=CC=C(C=C1)C1=CC=NO1)=O)CC1=CNC2=CC=CC=C12)=O ([N-(3,5-dimethylbenzoyl)-N-methyl-3-[4-(5-isoxazolyl)-phenyl]-(D)-alanyl]-(L)-tryptophane methyl ester), O.[OH-].[Li+] (lithiumhydroxide monohydrate), O (water). Run in CO (methanol), O1CCCC1 (tetrahydrofurane). Conditions: time 2 hour. Product: CC=1C=C(C(=O)N([C@H](CC2=CC=C(C=C2)C2=CC=NO2)C(=O)N[C@@H](CC2=CNC3=CC=CC=C23)C(=O)O)C)C=C(C1)C ([N-(3,5-dimethylbenzoyl)-N-methyl-3-[4-(5-isoxazolyl)-phenyl]-(D)-alanyl]-(L)-tryptophane). Reaction SMILES: C[O:2][C:3](=[O:43])[C@H:4]([CH2:33][C:34]1[C:42]2[C:37](=[CH:38][CH:39]=[CH:40][CH:41]=2)[NH:36][CH:35]=1)[NH:5][C:6](=[O:32])[C@@H:7]([CH2:20][C:21]1[CH:26]=[CH:25][C:24]([C:27]2[O:31][N:30]=[CH:29][CH:28]=2)=[CH:23][CH:22]=1)[N:8]([C:10](=[O:19])[C:11]1[CH:16]=[C:15]([CH3:17])[CH:14]=[C:13]([CH3:18])[CH:12]=1)[CH3:9].O.[OH-].[Li+].O>CO.O1CCCC1>[CH3:18][C:13]1[CH:12]=[C:11]([CH:16]=[C:15]([CH3:17])[CH:14]=1)[C:10]([N:8]([CH3:9])[C@@H:7]([C:6]([NH:5][C@H:4]([C:3]([OH:43])=[O:2])[CH2:33][C:34]1[C:42]2[C:37](=[CH:38][CH:39]=[CH:40][CH:41]=2)[NH:36][CH:35]=1)=[O:32])[CH2:20][C:21]1[CH:22]=[CH:23][C:24]([C:27]2[O:31][N:30]=[CH:29][CH:28]=2)=[CH:25][CH:26]=1)=[O:19] |f:1.2.3|. Procedure: [N-(3,5-dimethylbenzoyl)-N-methyl-3-[4-(5-isoxazolyl)-phenyl]-(D)-alanyl]-(L)-tryptophane methyl ester (50 mg) is treated with lithiumhydroxide monohydrate (3.8 mg) in methanol (1 ml), tetrahydrofurane (0.5 ml), and water (0.5 ml), at 0° C. for 1 hour, and at room temperature for 2 hours. The mixture is then partitioned between water and ether, the water phase acidified with 1N hydrochloric acid, and subsequently extracted with ethyl acetate. The ethyl acetate phase is washed with brine, dried, ... Reactants: OC1=CC=C(C(=O)O)C=C1 (4-hydroxybenzoic acid), C(C)(=O)Cl (acetyl chloride). The solvent is C1=CC=CC=C1 (benzene). Run at time 15 minute. Yields the product C(C)(=O)OC1=CC=C(C(=O)O)C=C1 (4-acetoxy benzoic acid). RXN SMILES: [OH:1][C:2]1[CH:10]=[CH:9][C:5]([C:6]([OH:8])=[O:7])=[CH:4][CH:3]=1.[C:11](Cl)(=[O:13])[CH3:12]>C1C=CC=CC=1>[C:11]([O:1][C:2]1[CH:10]=[CH:9][C:5]([C:6]([OH:8])=[O:7])=[CH:4][CH:3]=1)(=[O:13])[CH3:12]. Procedure details: A solution of 20 g. of 4-hydroxybenzoic acid in 200 ml. of benzene and 40 ml. of acetyl chloride is refluxed for 3 hours. Solvent and excess acetyl chloride are evaporated. The mixture is dissolved in methanol (150 ml.) and water (20 ml.) added; after 15 minutes, addition of more water results in the precipitation of 4-acetoxy benzoic acid, m.p. 192°-193° C. The reactants are CC(Br)C(=O)OCc1cccs1, O=C([O-])[O-], CC#N, [K+], [K+], Oc1ccc(Oc2cnc3cc(Cl)ccc3n2)cc1. Product: CC(Oc1ccc(Oc2cnc3cc(Cl)ccc3n2)cc1)C(=O)OCc1cccs1. As a reaction SMILES: [Br:20][CH:21]([C:22](=[O:23])[O:24][CH2:25][c:26]1[s:27][cH:28][cH:29][cH:30]1)[CH3:31].[C:32](=[O:33])([O-:34])[O-:35].[CH3:38][C:39]#[N:40].[K+:36].[K+:37].[OH:1][c:2]1[cH:3][cH:4][c:5]([O:6][c:7]2[n:8][c:9]3[cH:10][cH:11][c:12]([Cl:17])[cH:13][c:14]3[n:15][cH:16]2)[cH:18][cH:19]1>>[O:1]([c:2]1[cH:3][cH:4][c:5]([O:6][c:7]2[n:8][c:9]3[cH:10][cH:11][c:12]([Cl:17])[cH:13][c:14]3[n:15][cH:16]2)[cH:18][cH:19]1)[CH:21]([C:22](=[O:23])[O:24][CH2:25][c:26]1[s:27][cH:28][cH:29][cH:30]1)[CH3:31]. As a reaction SMILES: [CH3:1][O:2][C:3]1[CH:8]=[CH:7][CH:6]=[C:5]([NH2:9])[CH:4]=1.[N+:10]([C:13]1[CH:14]=[C:15]([CH:19]=[CH:20][CH:21]=1)[C:16](O)=[O:17])([O-:12])=[O:11]>>[N+:10]([C:13]1[CH:14]=[C:15]([CH:19]=[CH:20][CH:21]=1)[C:16]([NH:9][C:5]1[CH:6]=[CH:7][CH:8]=[C:3]([O:2][CH3:1])[CH:4]=1)=[O:17])([O-:12])=[O:11]. Procedure details: Using m-anisidine (2.03 g, 16.5 mmol) and 3-nitrobenzoic acid (2.51 g, 15.0 mmol), the procedure of Reference Example 16 was repeated to obtain 3.72 g (91.3%) of the title compound in the form of colorless powder. Starting materials: COC1=CC(=CC=C1)N (m-anisidine), [N+](=O)([O-])C=1C=C(C(=O)O)C=CC1 (3-nitrobenzoic acid). Yields the product [N+](=O)([O-])C=1C=C(C(=O)NC2=CC(=CC=C2)OC)C=CC1 (3-Nitro-N-(3-methoxyphenyl)benzamide). Isolated yield 91.1%. Starting materials: OCCCOCCON(C(OC(C)(C)C)=O)C (tert-butyl 2-(3-hydroxypropoxy)ethoxy(methyl)carbamate), C(CCCCC(=O)[O-])(=O)OC (monomethyl adipate), C1CCC(CC1)N=C=NC2CCCCC2 (DCC). The reagents and catalysts are CN(C)C=1C=CN=CC1 (DMAP). The solvent is C(Cl)Cl (CH2Cl2). Reaction conditions: time 16 hour. The product is C(CCCCC(=O)OCCOCCON(C(OC(C)(C)C)=O)C)(=O)OC (methyl 2,2,5-trimethyl-4-oxo-3,6,9-trioxa-5-azaundecan-11-yl adipate), oil. The yield is 62.4%. As a reaction SMILES: OC[CH2:3][CH2:4][O:5][CH2:6][CH2:7][O:8][N:9]([CH3:17])[C:10](=[O:16])[O:11][C:12]([CH3:15])([CH3:14])[CH3:13].[C:18]([O:27][CH3:28])(=[O:26])[CH2:19][CH2:20][CH2:21][CH2:22][C:23]([O-:25])=[O:24].C1CCC(N=C=NC2CCCCC2)CC1>C(Cl)Cl.CN(C1C=CN=CC=1)C>[C:18]([O:27][CH3:28])(=[O:26])[CH2:19][CH2:20][CH2:21][CH2:22][C:23]([O:25][CH2:3][CH2:4][O:5][CH2:6][CH2:7][O:8][N:9]([CH3:17])[C:10](=[O:16])[O:11][C:12]([CH3:13])([CH3:14])[CH3:15])=[O:24]. Reported procedure: To a solution of tert-butyl 2-(3-hydroxypropoxy)ethoxy(methyl)carbamate (152 mg, 0.646 mmol) and monomethyl adipate (104 mg, 0.646 mmol) in CH2Cl2 (4 mL) were added DCC (146 mg, 0.711 mmol) and DMAP (16 mg, 0.129 mmol). The reaction mixture was stirred at room temperature for 16 h and filtered. The solvent was removed under reduced pressure. The crude product was purified by silica gel flash column chromatography using 27% EtOAc/hexanes as eluent. The desired product was obtained as colorless oi...